From a dataset of the Open Reaction Database (ORD), a public repository of structured organic reaction records. describe an organic reaction: reactants, conditions, products, and yield The reactants are C(C1=CC=CC=C1)(=O)N1[C@H](C(=O)O)C[C@H](C1)O ((trans)-1-Benzoyl-4-hydroxy-L-proline), [OH-].[Li+] (lithium hydroxide). The solvent is C1CCOC1.O (THF H2O). Conditions: time 2 hour. Yields the product C(C1=CC=CC=C1)(=O)N1[C@H](C(=O)O)C[C@@H](C1)O ((cis)-1-Benzoyl-4-hydroxy-L-proline). Isolated yield 71.0%. Reaction SMILES: [C:1]([N:9]1[CH2:16][C@H:15]([OH:17])[CH2:14][C@H:10]1[C:11]([OH:13])=[O:12])(=[O:8])[C:2]1[CH:7]=[CH:6][CH:5]=[CH:4][CH:3]=1.[OH-].[Li+]>C1COCC1.O>[C:1]([N:9]1[CH2:16][C@@H:15]([OH:17])[CH2:14][C@H:10]1[C:11]([OH:13])=[O:12])(=[O:8])[C:2]1[CH:7]=[CH:6][CH:5]=[CH:4][CH:3]=1 |f:1.2,3.4|. Procedure details: A solution of lactone from Example 1, part A(5) (10.05 gm, 46.31 mmole) in THF-H2O (100 ml -18 ml) was treated slowly with 1M lithium hydroxide (60 ml). The reaction was stirred at room temperature under argon for 2 hours, concentrated and acidified to pH 6 with HCl. The solution was washed several times with ethyl acetate, acidified to pH 1 with HCl, saturated with sodium chloride and extracted with ethyl acetate. The extracts were washed with brine, dried over sodium sulfate, filtered and conc... Reactants: ClC1=C(C=CC=C1)C=1C2=C(NC(CN1)=O)SC(=C2)CCCCC2=CC=C(C=C2)CC(C)C (5-(2-chlorophenyl)-7-[4-(4-isobutylphenyl)butyl]-1,3-dihydro-2H-thieno[2,3-e]-1,4-diazepin-2-one), COC=1C=CC(=CC1)P2(=S)SP(=S)(S2)C=3C=CC(=CC3)OC (Lawesson reagent). Run in C1(=CC=CC=C1)C (toluene). The product is ClC1=C(C=CC=C1)C=1C2=C(NC(CN1)=S)SC(=C2)CCCCC2=CC=C(C=C2)CC(C)C (5-(2-chlorophenyl)-7-[4-(4-isobutylphenyl)butyl]-1,3-dihydro-2H-thieno[2,3-e]-1,4-diazepine-2-thione). Isolated yield 143.1%. As a reaction SMILES: [Cl:1][C:2]1[CH:7]=[CH:6][CH:5]=[CH:4][C:3]=1[C:8]1[C:9]2[CH:18]=[C:17]([CH2:19][CH2:20][CH2:21][CH2:22][C:23]3[CH:28]=[CH:27][C:26]([CH2:29][CH:30]([CH3:32])[CH3:31])=[CH:25][CH:24]=3)[S:16][C:10]=2[NH:11][C:12](=O)[CH2:13][N:14]=1.COC1C=CC(P2(SP(C3C=CC(OC)=CC=3)(=S)S2)=[S:42])=CC=1>C1(C)C=CC=CC=1>[Cl:1][C:2]1[CH:7]=[CH:6][CH:5]=[CH:4][C:3]=1[C:8]1[C:9]2[CH:18]=[C:17]([CH2:19][CH2:20][CH2:21][CH2:22][C:23]3[CH:28]=[CH:27][C:26]([CH2:29][CH:30]([CH3:32])[CH3:31])=[CH:25][CH:24]=3)[S:16][C:10]=2[NH:11][C:12](=[S:42])[CH2:13][N:14]=1. Procedure: A suspension of 8.9 g of 5-(2-chlorophenyl)-7-[4-(4-isobutylphenyl)butyl]-1,3-dihydro-2H-thieno[2,3-e]-1,4-diazepin-2-one, melting at 133°-135° C. and 4.7 g of Lawesson reagent in 100 ml of toluene is stirred at 38°-40° C. for an hour. The resultant solution is concentrated under reduced pressure, and the residue is subjected to chromatography on silica gel and then eluted with chloroform-methanol (100:1 to 100:2). The objective fraction is concentrated under reduced pressure to give 8 g of 5-(2... Starting materials: C1(=CC=CC=C1)S(=O)(=O)CC1=CC=C(C(=C1C(=O)OCC)O)C1=COC=C1 (ethyl 6-(benzenesulphonylmethyl)-3-(furan-3-yl)-2-hydroxybenzoate), BrC=1C(=C(C(=O)OC)C(=CC1)CS(=O)(=O)C1=CC(=CC=C1)O)OC (methyl 3-bromo-6-(3-hydroxybenzenesulphonylmethyl)-2-methoxybenzoate), BrC=1C(=C(C(=O)OC)C(=CC1)CS(=O)(=O)C1=CC(=CC=C1)O)OC (methyl 3-bromo-6-(3-hydroxybenzenesulphonylmethyl)-2-methoxybenzoate). Product: O1C=C(C=C1)C=1C(=C(C(=O)OC)C(=CC1)CS(=O)(=O)C1=CC(=CC=C1)O)OC (Methyl 3-(furan-3-yl)-6-(3-hydroxybenzenesulphonylmethyl)-2-methoxybenzoate). Reaction SMILES: C1(S(CC2C(C(OCC)=O)=C(O)C([C:23]3[CH:27]=[CH:26][O:25][CH:24]=3)=CC=2)(=O)=O)C=CC=CC=1.Br[C:29]1[C:30]([O:50][CH3:51])=[C:31]([C:36]([CH2:39][S:40]([C:43]2[CH:48]=[CH:47][CH:46]=[C:45]([OH:49])[CH:44]=2)(=[O:42])=[O:41])=[CH:37][CH:38]=1)[C:32]([O:34][CH3:35])=[O:33]>>[O:25]1[CH:26]=[CH:27][C:23]([C:29]2[C:30]([O:50][CH3:51])=[C:31]([C:36]([CH2:39][S:40]([C:43]3[CH:48]=[CH:47][CH:46]=[C:45]([OH:49])[CH:44]=3)(=[O:42])=[O:41])=[CH:37][CH:38]=2)[C:32]([O:34][CH3:35])=[O:33])=[CH:24]1. Procedure details: Prepared by proceeding in a similar manner to Intermediate 36, starting from methyl 3-bromo-6-(3-hydroxybenzenesulphonylmethyl)-2-methoxybenzoate (Intermediate 141) Reaction SMILES: C(OC(=O)N[C@@H:8]([CH2:20][C:21]1[CH:26]=[CH:25][CH:24]=[CH:23]C=1)[CH2:9][C:10](=[O:19])[NH:11][CH2:12][CH2:13][N:14]1[CH2:18][CH2:17][CH2:16][CH2:15]1)(C)(C)C.[CH:28]1[CH:29]=[CH:30][C:31]2[N:36](O)N=N[C:32]=2[CH:33]=1.CCN=C=NC[CH2:44][CH2:45][N:46](C)C.[ClH:49].C([O:54]C(N[C@@H](CC1C=CC=CC=1)CC(O)=O)=O)(C)(C)C.N1(CCN)[CH2:74][CH2:73][CH2:72][CH2:71]1.CN1[CH2:84][CH2:83][O:82]CC1>CN(C=O)C.CCOC(C)=O.O>[Cl:49][C:73]1[CH:74]=[CH:84][C:83]([O:82][C:28]2[CH:33]=[CH:32][C:31]([NH:36][CH2:44][C:45]([NH:46][C@@H:9]([CH2:8][C:20]3[CH:21]=[CH:26][CH:25]=[CH:24][CH:23]=3)[C:10]([NH:11][CH2:12][CH2:13][N:14]3[CH2:15][CH2:16][CH2:17][CH2:18]3)=[O:19])=[O:54])=[CH:30][CH:29]=2)=[CH:71][CH:72]=1 |f:2.3|. Reaction conditions: time 8 hour. Procedure details: [(S)-1-Benzyl-2-(2-pyrrolidin-1-yl-ethylcarbamoyl)-ethyl]-carbamic acid tert-butyl ester. HOBT (0.318 g, 2.36 mmol) and EDCl (0.452 g, 2.36 mmol) were added to a solution of (S)-3-tert-butoxycarbonylamino-4-phenyl-butyric acid (0.27 g, 2.36 mmol) in DMF (16 mL). Following the addition of a solution of 2-pyrrolidin-1-yl-ethylamine (0.44 g, 1.6 mmol) in DMF (2 mL), N-methyl-morpholine (0.32 g, 3.16 mmol) was added dropwise. The reaction mixture was stirred at rt overnight. Water (30 mL) and EtOAc ... The reactants are N1(CCCC1)CCN (2-pyrrolidin-1-yl-ethylamine), CN1CCOCC1 (N-methyl-morpholine), C(C)(C)(C)OC(N[C@H](CC(NCCN1CCCC1)=O)CC1=CC=CC=C1)=O ([(S)-1-Benzyl-2-(2-pyrrolidin-1-yl-ethylcarbamoyl)-ethyl]-carbamic acid tert-butyl ester), C=1C=CC2=C(C1)N=NN2O (HOBT), CCN=C=NCCCN(C)C.Cl (EDCl), C(C)(C)(C)OC(=O)N[C@H](CC(=O)O)CC1=CC=CC=C1 ((S)-3-tert-butoxycarbonylamino-4-phenyl-butyric acid). Product: ClC1=CC=C(OC2=CC=C(C=C2)NCC(=O)N[C@H](C(=O)NCCN2CCCC2)CC2=CC=CC=C2)C=C1 ((S)-2-{2-[4-(4-Chloro-phenoxy)-phenylamino]-acetylamino}-3-phenyl-N-(2-pyrrolidin-1-yl-ethyl)-propionamide). Yield: 84.0%. Run in CN(C)C=O (DMF), CCOC(=O)C (EtOAc), O (Water), CN(C)C=O (DMF). The yield is 67.7%. Reaction conditions: time 24 hour. Starting materials: CS(=O)(=O)NC=1C=CC2=C(C(CC3(CN(CCC3)CC3=CC=CC=C3)O2)=O)C1 (6-methanesulfonamido-1'-benzyl-3,4-dihydrospiro-[(2H)-1-benzopyran-2,3'-piperidine]-4-one), C(C)(C)N(CC)C(C)C (diisopropylethylamine), ClC(=O)OC(C)Cl (1-chloroethyl chloroformate), C([O-])(O)=O.[Na+] (sodium bicarbonate). As a reaction SMILES: [CH3:1][S:2]([NH:5][C:6]1[CH:7]=[CH:8][C:9]2[O:26][C:13]3([CH2:18][CH2:17][CH2:16][N:15](CC4C=CC=CC=4)[CH2:14]3)[CH2:12][C:11](=[O:27])[C:10]=2[CH:28]=1)(=[O:4])=[O:3].C(N(C(C)C)CC)(C)C.[Cl:38]C(OC(Cl)C)=O.C(=O)(O)[O-].[Na+]>ClC(Cl)C>[ClH:38].[CH3:1][S:2]([NH:5][C:6]1[CH:7]=[CH:8][C:9]2[O:26][C:13]3([CH2:18][CH2:17][CH2:16][NH:15][CH2:14]3)[CH2:12][C:11](=[O:27])[C:10]=2[CH:28]=1)(=[O:3])=[O:4] |f:3.4,6.7|. The solvent is ClC(C)Cl (dichloroethane). Procedure: A solution of 7 g (17.47 mmols) of 6-methanesulfonamido-1'-benzyl-3,4-dihydrospiro-[(2H)-1-benzopyran-2,3'-piperidine]-4-one in 250 mL dichloroethane was treated with 5.6 g (43.7 mmole) of diisopropylethylamine, and 6.24 g (43.7 mmoles) of 1-chloroethyl chloroformate. The reaction was stirred at room temperature for 24 hours and then poured into 500 mL saturated sodium bicarbonate, and extracted with ethyl acetate. The ethyl acetate layers were washed with dilute acid to remove excess diisopropy... Yields the product Cl.CS(=O)(=O)NC=1C=CC2=C(C(CC3(CNCCC3)O2)=O)C1 (6-Methanesulfonamido-3,4-dihydrospiro-[(2H)-1-benzopyran-2,3'-piperidine]-4-one hydrochloride). Reactants: C1(=CC=CC=C1)N1N=C2C(=CNC=3C=CC(=NC23)N2CCNCC2)C1=O (2-Phenyl-8-(piperazin-1-yl)-2,5-dihydro-pyrazolo[4,3-c][1,5]naphthyridin-3-one), FC1=NC=2C=3C(=CNC2C=C1)C(N(N3)C3=NC=CC=C3)=O (8-Fluoro-2-pyridin-2-yl-2,5-dihydro-pyrazolo[4,3-c][1,5]naphthyridin-3-one). Product: N1(CCNCC1)C1=NC=2C=3C(=CNC2C=C1)C(N(N3)C3=NC=CC=C3)=O (8-piperazin-1-yl-2-pyridin-2-yl-2,5-dihydro-pyrazolo[4,3-c][1,5]naphthyridin-3-one). RXN SMILES: [C:1]1([N:7]2[C:25](=[O:26])[C:10]3=[CH:11][NH:12][C:13]4[CH:14]=[CH:15][C:16]([N:19]5[CH2:24][CH2:23][NH:22][CH2:21][CH2:20]5)=[N:17][C:18]=4[C:9]3=[N:8]2)[CH:6]=[CH:5][CH:4]=[CH:3]C=1.FC1C=CC2NC=C3C(=O)N(C4C=CC=CN=4)N=C3C=2[N:29]=1>>[N:19]1([C:16]2[CH:15]=[CH:14][C:13]3[NH:12][CH:11]=[C:10]4[C:25](=[O:26])[N:7]([C:1]5[CH:6]=[CH:5][CH:4]=[CH:3][N:29]=5)[N:8]=[C:9]4[C:18]=3[N:17]=2)[CH2:20][CH2:21][NH:22][CH2:23][CH2:24]1. Procedure: The title compound was prepared following the procedure described for 6a using 5b instead of 5a. 1H-NMR (CDCl3) δ (ppm): 2.97 (4H, br), 3.72 (4H, br), 6.82 (1H, d, J=9.34 Hz), 7.42 (4H, m), 7.75 (1H, m), 8.17 (2H, d, J=7.97 Hz), 8.52 (1H, s). m/z 348.4 (MH+). The reactants are [I-] (iodide), C1C(CC2=CC=CC=C12)CCO (2-(indan-2-yl)ethanol), N1C=NC=C1 (imidazole), C1(=CC=CC=C1)P(C1=CC=CC=C1)C1=CC=CC=C1 (triphenylphosphine). Solvent: C1(=CC=CC=C1)C (toluene). Conditions: temperature 90 celsius, time 20 minute. The product is ICCC1CC2=CC=CC=C2C1 (2-(2-Iodoethyl)indane). Isolated yield 87.7%. Reaction SMILES: [CH2:1]1[C:9]2[C:4](=[CH:5][CH:6]=[CH:7][CH:8]=2)[CH2:3][CH:2]1[CH2:10][CH2:11]O.N1C=CN=C1.C1(P(C2C=CC=CC=2)C2C=CC=CC=2)C=CC=CC=1.[I-:37]>C1(C)C=CC=CC=1>[I:37][CH2:11][CH2:10][CH:2]1[CH2:3][C:4]2[C:9](=[CH:8][CH:7]=[CH:6][CH:5]=2)[CH2:1]1. Procedure details: A mixture of 2-(indan-2-yl)ethanol (19.3 g), imidazole (12.1 g), triphenylphosphine (34.3 g), and toluene (250 ml) was heated to 90° C. To this mixture, iodide (33.2 g) was added, and the resulting mixture was stirred at 90° C. for 20 min. The mixture was allowed to cool to room temperature. filtered, and concentrated in vacuo. The residue was purified on silica gel eluted with ethyl acetate-heptane (1:4) to give an oil (28.4 g, 87%). Starting materials: ClC1=C(C=C(C(=C1)F)F)C(C(C(=O)OCC)=CNC1CC1)=O (2-chloro-α-[(cyclopropylamino)methylene]-4,5-difluoro-β-oxobenzenepropanoic acid, ethyl ester), [H-].[Na+] (sodium hydride). Solvent: CN(C=O)C (dimethylformamide). Product: C1(CC1)N1C=C(C(C2=CC(=C(C=C12)F)F)=O)C(=O)OCC (1-cyclopropyl-6,7-difluoro- 1,4-dihydro-4-oxo-3-quinolinecarboxylic acid, ethyl ester). As a reaction SMILES: Cl[C:2]1[CH:7]=[C:6]([F:8])[C:5]([F:9])=[CH:4][C:3]=1[C:10](=[O:22])[C:11](=[CH:17][NH:18][CH:19]1[CH2:21][CH2:20]1)[C:12]([O:14][CH2:15][CH3:16])=[O:13].[H-].[Na+]>CN(C)C=O>[CH:19]1([N:18]2[C:2]3[C:3](=[CH:4][C:5]([F:9])=[C:6]([F:8])[CH:7]=3)[C:10](=[O:22])[C:11]([C:12]([O:14][CH2:15][CH3:16])=[O:13])=[CH:17]2)[CH2:21][CH2:20]1 |f:1.2|. Procedure details: In accordance with the above reaction scheme, a solution of 2-chloro-4,5-difluorobenzoic acid (V) in acetonitrile containing a catalytic amount of dimethylformamide is reacted under an inert atmosphere with the dropwise addition of oxalyl chloride, giving 2-chloro-4,5-difluorobenzoic acid chloride (VI) which is dissolved in diethyl ether and slowly added to a cold solution of magnesium diethylmalonate, followed by the addition to ice water and acidification to pH 2.5, giving (2-chloro-4,5-difluo...